describe an organic reaction: reactants, conditions, products, and yield From a dataset of the Open Reaction Database (ORD), a public repository of structured organic reaction records. The reactants are [N+](=O)([O-])C1=CC=C(C=C1)OC(\C(=C\C=C(C1=CC=CC=C1)C1=CC=CC=C1)\C)=O ((E)-5,5-diphenyl-2-methyl-2,4-pentadienoic acid 4-nitrophenyl ester), N1=CC(=CC=C1)CCCCN (3-pyridinebutanamine). Product: C1(=CC=CC=C1)C(=C/C=C(/C(=O)NCCCCC=1C=NC=CC1)\C)C1=CC=CC=C1 ((E)-5,5-diphenyl-2-methyl-N-[4-(3-pyridinyl)butyl]2,4-pentadienamide). The yield is 86.3%. As a reaction SMILES: [N+](C1C=CC([O:10][C:11](=O)/[C:12](/[CH3:28])=[CH:13]/[CH:14]=[C:15]([C:22]2[CH:27]=[CH:26][CH:25]=[CH:24][CH:23]=2)[C:16]2[CH:21]=[CH:20][CH:19]=[CH:18][CH:17]=2)=CC=1)([O-])=O.[N:30]1[CH:35]=[CH:34][CH:33]=[C:32]([CH2:36][CH2:37][CH2:38][CH2:39][NH2:40])[CH:31]=1>>[C:22]1([C:15]([C:16]2[CH:17]=[CH:18][CH:19]=[CH:20][CH:21]=2)=[CH:14]/[CH:13]=[C:12](\[CH3:28])/[C:11]([NH:40][CH2:39][CH2:38][CH2:37][CH2:36][C:32]2[CH:31]=[N:30][CH:35]=[CH:34][CH:33]=2)=[O:10])[CH:23]=[CH:24][CH:25]=[CH:26][CH:27]=1. Reported procedure: As in Example 134, (E)-5,5-diphenyl-2-methyl-2,4-pentadienoic acid 4-nitrophenyl ester (1.6 g) was reacted with 3-pyridinebutanamine (0.63 g) for 18 hours at 25° C. The crude amide obtained from the usual work up was purified by HPLC (ethyl acetate) and then crystallized from ether to provide 1.42 g of (E)-5,5-diphenyl-2-methyl-N-[4-(3-pyridinyl)butyl]2,4-pentadienamide mp 93°-94° C. Anal. Calculated for C27H28N2O: C, 81.78; H, 7.12; N, 7.06 Found: C, 81.74; H, 7.02; N, 7.01. The reactants are CI, [H-], [Na+], C1CCOC1, CC(C)(C)OC(=O)NC1CCN(c2cnc3nnn(Cc4ccc5ncccc5c4)c3n2)C1. Product: CN(C(=O)OC(C)(C)C)C1CCN(c2cnc3nnn(Cc4ccc5ncccc5c4)c3n2)C1. Reaction SMILES: [CH3:36][I:37].[H-:34].[Na+:35].[O:38]1[CH2:39][CH2:40][CH2:41][CH2:42]1.[n:1]1[cH:2][cH:3][cH:4][c:5]2[cH:6][c:7]([CH2:11][n:12]3[n:13][n:14][c:15]4[n:16][cH:17][c:18]([N:21]5[CH2:22][CH:23]([NH:26][C:27]([O:28][C:29]([CH3:30])([CH3:31])[CH3:32])=[O:33])[CH2:24][CH2:25]5)[n:19][c:20]34)[cH:8][cH:9][c:10]12>>[n:1]1[cH:2][cH:3][cH:4][c:5]2[cH:6][c:7]([CH2:11][n:12]3[n:13][n:14][c:15]4[n:16][cH:17][c:18]([N:21]5[CH2:22][CH:23]([N:26]([C:27]([O:28][C:29]([CH3:30])([CH3:31])[CH3:32])=[O:33])[CH3:36])[CH2:24][CH2:25]5)[n:19][c:20]34)[cH:8][cH:9][c:10]12. The reactants are desired intermediate, CC(CC(=O)C1=CC=C(C=C1)C)C (3-methyl-1-p-tolyl-butan-1-one), BrCC1(CC=C(C=C1)C(CC(C)C)=O)CBr (1-(4,4-dibromomethyl-phenyl)-3-methyl-butan-1-one). The product is BrCC1=CC=C(C=C1)C(CC(C)C)=O (1-(4-Bromomethyl-phenyl)-3-methyl-butan-1-one). As a reaction SMILES: CC(C)CC(C1C=CC(C)=CC=1)=O.[Br:14][CH2:15][C:16]1(CBr)[CH:21]=[CH:20][C:19]([C:22](=[O:27])[CH2:23][CH:24]([CH3:26])[CH3:25])=[CH:18][CH2:17]1>>[Br:14][CH2:15][C:16]1[CH:21]=[CH:20][C:19]([C:22](=[O:27])[CH2:23][CH:24]([CH3:25])[CH3:26])=[CH:18][CH:17]=1. Procedure details: Add NBS (1.6 g, 9.2 mmol) to a solution of 3-methyl-1-p-tolyl-butan-1-one (1.5 g, 8.4 mmol) and AIBN (1.4 g, 8.4 mmol) in carbon tetrachloride (30 mL) and heat to reflux for 18 h. Cool the reaction mixture to room temperature and pour into water (500 mL). Extract with EtOAc (3×100 mL), wash the combined organic extracts with brine (300 mL), dry over Na2SO4 and concentrate in vacuo to obtain 2.9 g of a brown oil, consisting of the desired intermediate with a small amount of unreacted 3-methyl-1-p... Starting materials: CNC, CCOC(C)=O, CN(C)C=O, COc1cccc(-c2nn3c(Cl)cccc3c2-c2ccnc(NC3CCCC3)n2)c1. Yields the product COc1cccc(-c2nn3c(N(C)C)cccc3c2-c2ccnc(NC3CCCC3)n2)c1. RXN SMILES: [CH3:31][NH:32][CH3:33].[CH3:34][CH2:35][O:36][C:37](=[O:38])[CH3:39].[CH3:40][N:41]([CH3:42])[CH:43]=[O:44].[Cl:1][c:2]1[cH:3][cH:4][cH:5][c:6]2[n:7]1[n:8][c:9](-[c:23]1[cH:24][c:25]([O:29][CH3:30])[cH:26][cH:27][cH:28]1)[c:10]2-[c:11]1[n:12][c:13]([NH:17][CH:18]2[CH2:19][CH2:20][CH2:21][CH2:22]2)[n:14][cH:15][cH:16]1>>[c:2]1([N:32]([CH3:31])[CH3:33])[cH:3][cH:4][cH:5][c:6]2[n:7]1[n:8][c:9](-[c:23]1[cH:24][c:25]([O:29][CH3:30])[cH:26][cH:27][cH:28]1)[c:10]2-[c:11]1[n:12][c:13]([NH:17][CH:18]2[CH2:19][CH2:20][CH2:21][CH2:22]2)[n:14][cH:15][cH:16]1. Reported procedure: A solution of 357 mg (1.16 mmol) [rac]-1-[4-cyclopropyl-2-(4-trifluoromethyl-phenyl)-pyrimidin-5-yl]-ethanol and 0.09 ml (1.22 mmol) thionylchloride in 4 ml dichloromethane were stirred for 1 h at RT. The reaction mixture was concentrated under reduced pressure to provide 390 mg of pure [rac]-5-(1-chloro-ethyl)-4-cyclopropyl-2-(4-trifluoromethyl-phenyl)-pyrimidine. Yields the product ClC(C)C=1C(=NC(=NC1)C1=CC=C(C=C1)C(F)(F)F)C1CC1 ([rac]-5-(1-chloro-ethyl)-4-cyclopropyl-2-(4-trifluoromethyl-phenyl)-pyrimidine). Run in ClCCl (dichloromethane). Reactants: C1(CC1)C1=NC(=NC=C1C(C)O)C1=CC=C(C=C1)C(F)(F)F ([rac]-1-[4-cyclopropyl-2-(4-trifluoromethyl-phenyl)-pyrimidin-5-yl]-ethanol), S(=O)(Cl)Cl (thionylchloride). The yield is 102.9%. RXN SMILES: [CH:1]1([C:4]2[C:9]([CH:10](O)[CH3:11])=[CH:8][N:7]=[C:6]([C:13]3[CH:18]=[CH:17][C:16]([C:19]([F:22])([F:21])[F:20])=[CH:15][CH:14]=3)[N:5]=2)[CH2:3][CH2:2]1.S(Cl)([Cl:25])=O>ClCCl>[Cl:25][CH:10]([C:9]1[C:4]([CH:1]2[CH2:2][CH2:3]2)=[N:5][C:6]([C:13]2[CH:14]=[CH:15][C:16]([C:19]([F:22])([F:21])[F:20])=[CH:17][CH:18]=2)=[N:7][CH:8]=1)[CH3:11]. The reactants are BrC=1C=CC(=NC1)OC=1C=NC=NC1 (5-(5-bromopyridin-2-yloxy)pyrimidine), O1CCOCC1 (1,4-dioxane), [Na+].[I-] (NaI), CN(CCN)C (N,N-dimethylethylendiamine). The reagents and catalysts are [Cu]I (CuI). Solvent: CCOC(=O)C (EtOAc). Run at temperature 110 celsius. The product is IC=1C=CC(=NC1)OC=1C=NC=NC1 (5-(5-Iodopyridin-2-yloxy)pyrimidine). Reaction SMILES: Br[C:2]1[CH:3]=[CH:4][C:5]([O:8][C:9]2[CH:10]=[N:11][CH:12]=[N:13][CH:14]=2)=[N:6][CH:7]=1.O1CCOCC1.[Na+].[I-:22].CN(C)CCN>CCOC(C)=O.[Cu]I>[I:22][C:2]1[CH:3]=[CH:4][C:5]([O:8][C:9]2[CH:10]=[N:11][CH:12]=[N:13][CH:14]=2)=[N:6][CH:7]=1 |f:2.3|. Procedure: A mixture of 550 mg (2.18 mmol) 5-(5-bromopyridin-2-yloxy)pyrimidine and 2.5 mL 1,4-dioxane is charged with 42 mg (0.22 mmol) CuI, 650 mg (4.36 mmol) NaI and 50 μl (0.44 mmo) N,N-dimethylethylendiamine. The reaction mixture is stirred at 110° C. over night. The mixture is allowed to cool down to r.t. and diluted with EtOAc. The mixture is washed with 5% aq. ammonia solution and water. The organic layer is dried with Na2SO4 and the solvent is removed in vacuo to yield the desired product without ... Reactants: CC=1N=CN(C1)CCCN (3-(4-methyl-1H-imidazol-1-yl)propyl amine), O([K])C#N (KOCN), C(C1=CC=CC=C1)=O (benzaldehyde), C(C1=CC=CC=C1)[N+]#[C-] (benzylisonitrile). Product: CC=1N=CN(C1)CCCN1C(NC(C1C1=CC=CC=C1)=O)=O (1-(3-(4-methyl-1H-imidazol-1-yl)propyl)-5-phenylimidazolidine-2,4-dione). As a reaction SMILES: [CH3:1][C:2]1[N:3]=[CH:4][N:5]([CH2:7][CH2:8][CH2:9][NH2:10])[CH:6]=1.[CH:11](=[O:18])C1C=CC=CC=1.[CH2:19]([N+]#[C-])[C:20]1[CH:25]=[CH:24][CH:23]=[CH:22][CH:21]=1.[O:28]([C:30]#[N:31])[K]>>[CH3:1][C:2]1[N:3]=[CH:4][N:5]([CH2:7][CH2:8][CH2:9][N:10]2[CH:19]([C:20]3[CH:21]=[CH:22][CH:23]=[CH:24][CH:25]=3)[C:30](=[O:28])[NH:31][C:11]2=[O:18])[CH:6]=1. Procedure: The compound was synthesized starting from 3-(4-methyl-1H-imidazol-1-yl)propyl amine 0.250 g (1.8 mmol), benzaldehyde 0.182 ml (1.8 mmol), benzylisonitrile 0.220 ml (1.8 mmol) pyridiniumchloride 0.210 g (1.8 mmol) and KOCN 0.150 g (1.8 mmol) as described in method 1. Procedure: In a similar manner to Example 9 Method A, 1-(benzo[b]thiophen-5-yl)propan-1-one was prepared starting from methyl thioglycolate (13.2 g) and 5-bromo-2-fluorobenzaldehyde (25.35 g) which were reacted together and the product hydrolysed to give 5-bromobenzo[b]thiophene-2-carboxylic acid (30.4 g), which was decarboxylated using copper and quinoline at 190° C. for 1.5 hours to give 5-bromobenzo[b]thiophene. This compound was reacted with magnesium and then with N-methoxy-N-methylpropionamide to giv... Reaction SMILES: S1C=CC2C=C(C(=O)CC)C=CC1=2.[C:14]([O:18]C)(=[O:17])[CH2:15][SH:16].[Br:20][C:21]1[CH:22]=[CH:23][C:24](F)=[C:25]([CH:28]=1)[CH:26]=O>>[Br:20][C:21]1[CH:22]=[CH:23][C:24]2[S:16][C:15]([C:14]([OH:18])=[O:17])=[CH:26][C:25]=2[CH:28]=1. The yield is 95.1%. Reactants: S1C2=C(C=C1)C=C(C=C2)C(CC)=O (1-(benzo[b]thiophen-5-yl)propan-1-one), C(CS)(=O)OC (methyl thioglycolate), BrC=1C=CC(=C(C=O)C1)F (5-bromo-2-fluorobenzaldehyde). The product is BrC1=CC2=C(SC(=C2)C(=O)O)C=C1 (5-bromobenzo[b]thiophene-2-carboxylic acid).